Dataset: the Open Reaction Database (ORD), a public repository of structured organic reaction records. Task: describe an organic reaction: reactants, conditions, products, and yield The reactants are OO (hydrogen peroxide), N(=O)C=1C(=NON1)N (nitroso-aminofurazan), S(O)(O)(=O)=O (sulfuric acid), NC1=NON=C1N (3,4-diaminofurazan). Conditions: temperature 18 celsius. The product is NC1=NON=C1[N+]([O-])=NC=1C(=NON1)N (3,3′-Diamino-4,4′-azoxyfurazan). Yield: 88.0%. RXN SMILES: OO.S(=O)(=O)(O)O.[NH2:8][C:9]1[C:13]([NH2:14])=[N:12][O:11][N:10]=1.[N:15]([C:17]1[C:18]([NH2:22])=[N:19][O:20][N:21]=1)=[O:16]>>[NH2:22][C:18]1[C:17]([N+:15](=[N:14][C:13]2[C:9]([NH2:8])=[N:10][O:11][N:12]=2)[O-:16])=[N:21][O:20][N:19]=1. Procedure details: This procedure was modeled from the original Russian preparation. To 30% hydrogen peroxide (100.0 g, 0.88 mol) in a 500 ml jacketed flask maintained at 18° C. was added 98% sulfuric acid (55.0 g, 0.56 mol) over 10 minutes with stirring. Then, 3,4-diaminofurazan (10.0 g, 0.10 mole) was added. The suspension was stirred for 24 hours in which time the soluble green nitroso-aminofurazan was converted to the insoluble orange DAAF. The product was filtered on a glass frit, washed with water and air dr... The reactants are IC1=C(C(=C(C(=C1C)C)I)C)C (1,4-diiodo-2,3,5,6-tetramethylbenzene), C(CCC)C1=CC=C(C=C1)C#C (4-n-butylphenylacetylene), O (water). The reagents and catalysts are Cl[Pd]([P](C1=CC=CC=C1)(C2=CC=CC=C2)C3=CC=CC=C3)([P](C4=CC=CC=C4)(C5=CC=CC=C5)C6=CC=CC=C6)Cl (bis(triphenylphosphine)palladium(II) chloride), [Cu]I (copper(I) iodide). Solvent: C(C)N(CC)CC (triethylamine). Yields the product C(CCC)C1=CC=C(C=C1)C#CC1=C(C(=C(C(=C1C)C)C#CC1=CC=C(C=C1)CCCC)C)C (1,4-bis-(4-n-butylphenylethynyl)-2,3,5,6-tetramethylbenzene). As a reaction SMILES: I[C:2]1[C:7]([CH3:8])=[C:6]([CH3:9])[C:5](I)=[C:4]([CH3:11])[C:3]=1[CH3:12].[CH2:13]([C:17]1[CH:22]=[CH:21][C:20]([C:23]#[CH:24])=[CH:19][CH:18]=1)[CH2:14][CH2:15][CH3:16].O>C(N(CC)CC)C.Cl[Pd](Cl)([P](C1C=CC=CC=1)(C1C=CC=CC=1)C1C=CC=CC=1)[P](C1C=CC=CC=1)(C1C=CC=CC=1)C1C=CC=CC=1.[Cu]I>[CH2:13]([C:17]1[CH:18]=[CH:19][C:20]([C:23]#[C:24][C:2]2[C:7]([CH3:8])=[C:6]([CH3:9])[C:5]([C:24]#[C:23][C:20]3[CH:21]=[CH:22][C:17]([CH2:13][CH2:14][CH2:15][CH3:16])=[CH:18][CH:19]=3)=[C:4]([CH3:11])[C:3]=2[CH3:12])=[CH:21][CH:22]=1)[CH2:14][CH2:15][CH3:16] |^1:35,54|. Procedure: 8.1 g (20 mmol) of 1,4-diiodo-2,3,5,6-tetramethylbenzene, 7.5 g (47.3 mmol) of 4-n-butylphenylacetylene, 2 g (2.9 mmol) of bis(triphenylphosphine)palladium(II) chloride and 550 mg (2.9 mmol) of copper(I) iodide are initially introduced in 100 ml of triethylamine, and the mixture is heated under reflux for 3 h. The batch is then cooled, water and MTB are added, and the phases are separated. The organic phase is washed with saturated ammonium chloride solution and with sodium chloride solution and... Conditions: time 16 hour. Procedure: (2R,3R,4R,5R)-4-(Acetyloxy)-2-[(acetyloxy)methyl]-5-(6-{[2,2-bis(4-methylphenyl)ethyl]amino}-2-cyano-9H-purin-9-yl)tetrahydro-3-furanyl acetate (Preparation 59) (837 mg, 1.33 mmol) was dissolved in a saturated solution of ammonia in ethanol (25 ml). 10% Palladium on carbon (168 mg) was added and the suspension was stirred under an atmosphere of hydrogen (414 kPa, 60 psi) for 16 hours. The reaction mixture was filtered through Arbocel (Trade Mark) and the filtrate was evaporated under reduced pre... Reaction SMILES: C([O:4][C@H:5]1[C@@H:9]([O:10]C(=O)C)[C@H:8]([N:14]2[CH:22]=[N:21][C:20]3[C:15]2=[N:16][C:17]([C:40]#[N:41])=[N:18][C:19]=3[NH:23][CH2:24][CH:25]([C:33]2[CH:38]=[CH:37][C:36]([CH3:39])=[CH:35][CH:34]=2)[C:26]2[CH:31]=[CH:30][C:29]([CH3:32])=[CH:28][CH:27]=2)[O:7][C@@H:6]1[CH2:42][O:43]C(=O)C)(=O)C>N.C(O)C.[Pd]>[NH2:41][CH2:40][C:17]1[N:16]=[C:15]2[C:20]([N:21]=[CH:22][N:14]2[C@H:8]2[C@H:9]([OH:10])[C@H:5]([OH:4])[C@@H:6]([CH2:42][OH:43])[O:7]2)=[C:19]([NH:23][CH2:24][CH:25]([C:33]2[CH:38]=[CH:37][C:36]([CH3:39])=[CH:35][CH:34]=2)[C:26]2[CH:31]=[CH:30][C:29]([CH3:32])=[CH:28][CH:27]=2)[N:18]=1. The solvent is N (ammonia), C(C)O (ethanol). Reagents/catalysts: [Pd] (Palladium on carbon). Product: NCC1=NC(=C2N=CN(C2=N1)[C@@H]1O[C@@H]([C@H]([C@H]1O)O)CO)NCC(C1=CC=C(C=C1)C)C1=CC=C(C=C1)C ((2R,3R,4S, 5R)-2-(2-(Aminomethyl)-6-{[2,2-bis(4-methylphenyl)ethyl]amino}-9H-purin-9-yl)-5-(hydroxymethyl)tetrahydro-3,4-furandiol). Reactants: C(C)(=O)O[C@@H]1[C@H](O[C@H]([C@@H]1OC(C)=O)N1C2=NC(=NC(=C2N=C1)NCC(C1=CC=C(C=C1)C)C1=CC=C(C=C1)C)C#N)COC(C)=O ((2R,3R,4R,5R)-4-(Acetyloxy)-2-[(acetyloxy)methyl]-5-(6-{[2,2-bis(4-methylphenyl)ethyl]amino}-2-cyano-9H-purin-9-yl)tetrahydro-3-furanyl acetate). Isolated yield 50.7%. The reactants are FC=1C(=C2CCN(N3C2=C(C1)C(C(C3)C(=O)OC)=O)C)OS(=O)(=O)C (Methyl 5-Fluoro-4-methanesulfonyloxy-2,8-dihydro-1-methyl-7-oxo-1H,7H-pyrido[3,2,1-ij]cinnoline-8-carboxylate), N1=CC=CC=C1 (pyridine), C1(=CC=C(C=C1)S(=O)(=O)Cl)C (p-toluene-sulfonyl chloride). Run in C(Cl)(Cl)Cl (chloroform). Run at time 2 hour. Yields the product FC=1C(=C2CCN(N3C2=C(C1)C(C(=C3)C(=O)OC)=O)C)OS(=O)(=O)C3=CC=C(C=C3)C (Methyl 5-Fluoro-4-(4-methylphenylsulfonyloxy)-2,3-dihydro-1-methyl-7-oxo-1H, 7H-pyrido [3,2,1-ij]cinnoline-8-carboxylate). Reaction SMILES: [F:1][C:2]1[C:3]([O:21][S:22]([CH3:25])(=[O:24])=[O:23])=[C:4]2[C:9]3=[C:10]([C:12](=[O:19])[CH:13]([C:15]([O:17][CH3:18])=[O:16])[CH2:14][N:8]3[N:7]([CH3:20])[CH2:6][CH2:5]2)[CH:11]=1.N1C=CC=CC=1.[C:32]1([CH3:42])[CH:37]=[CH:36]C(S(Cl)(=O)=O)=[CH:34][CH:33]=1>C(Cl)(Cl)Cl>[F:1][C:2]1[C:3]([O:21][S:22]([C:25]2[CH:36]=[CH:37][C:32]([CH3:42])=[CH:33][CH:34]=2)(=[O:24])=[O:23])=[C:4]2[C:9]3=[C:10]([C:12](=[O:19])[C:13]([C:15]([O:17][CH3:18])=[O:16])=[CH:14][N:8]3[N:7]([CH3:20])[CH2:6][CH2:5]2)[CH:11]=1. Reported procedure: 304 mg of the compound (168) obtained in Example 45 was added to 2 ml of pyridine, and 260 mg of p-toluene-sulfonyl chloride was added to the solution. The solution was stirred for 2 hours at room temperature. 50 ml of chloroform was added to the solution, and the solution was washed with water and aqueous 5% citric acid solution. The organic layer was separated, and after drying over magnesium sulfate, the solvent was removed by distillation. To the residue, ethanol was added, and the solid mat... Reactants: [Na] (sodium), [N+](=O)([O-])C=1NC=CN1 (2-nitroimidazole), 15-crown-5-ether, BrCC=C(C)C (4-bromo-2-methyl-2-butene). Solvent: C(C)#N (acetonitrile). The product is CC(=CCN1C(=NC=C1)[N+](=O)[O-])C (1-(3-methyl-2-butenyl)-2-nitroimidazole). Isolated yield 80.0%. As a reaction SMILES: [Na].[N+:2]([C:5]1[NH:6][CH:7]=[CH:8][N:9]=1)([O-:4])=[O:3].Br[CH2:11][CH:12]=[C:13]([CH3:15])[CH3:14]>C(#N)C>[CH3:14][C:13]([CH3:15])=[CH:12][CH2:11][N:6]1[CH:7]=[CH:8][N:9]=[C:5]1[N+:2]([O-:4])=[O:3] |^1:0|. Reported procedure: To the sodium salt of 2-nitroimidazole prepared above was added acetonitrile (50 ml), 15-crown-5-ether (3.5 ml, 14.3 mmol) and 4-bromo-2-methyl-2-butene (2 ml; 17.4 mmol). The mixture was stirred at RT for ca 16 h. and then the solvent was removed to leave a crude semi-solid which was purified by column chromatography on silica. The intermediate product, 1-(3-methyl-2-butenyl)-2-nitroimidazole (80% yield) was eluted using a mixture of petroleum ether (40-60)/ethyl acetate (ratio 4:1 respectively... Reactants: C(C)(=O)OCCCNC(=O)OCC1=CC=CC=C1 (1-acetoxy-3-(benzyloxycarbonylamino)propane), Cl (hydrochloric acid). The reagents and catalysts are [C].[Pd] (palladium-carbon). Run in C(C)(C)O (isopropanol). Yields the product Cl.C(C)(=O)OCCCN (1-acetoxy-3-aminopropane hydrochloride). Reaction SMILES: [C:1]([O:4][CH2:5][CH2:6][CH2:7][NH:8]C(OCC1C=CC=CC=1)=O)(=[O:3])[CH3:2].[ClH:19]>C(O)(C)C.[C].[Pd]>[ClH:19].[C:1]([O:4][CH2:5][CH2:6][CH2:7][NH2:8])(=[O:3])[CH3:2] |f:3.4,5.6|. Reported procedure: In 200 ml of isopropanol was dissolved 28 g of the 1-acetoxy-3-(benzyloxycarbonylamino)propane, and 2.5 g of 5% palladium-carbon and 10 ml of conc. hydrochloric acid were added thereto, after which the resulting mixture was subjected to catalytic reduction at room temperature. Subsequently, the palladium-carbon was removed by filtration and the solvent was removed by distillation under reduced pressure to obtain 12 g of oily 1-acetoxy-3-aminopropane hydrochloride.